Dataset: the Open Reaction Database (ORD), a public repository of structured organic reaction records. Task: describe an organic reaction: reactants, conditions, products, and yield The reactants are C=CC#N, c1nc[nH]n1. The product is N#CCCn1cncn1. Reaction SMILES: [CH2:6]=[CH:7][C:8]#[N:9].[nH:1]1[n:2][cH:3][n:4][cH:5]1>>[n:1]1([CH2:6][CH2:7][C:8]#[N:9])[n:2][cH:3][n:4][cH:5]1. Solvent: C(C)O (ethanol). RXN SMILES: [Cl:1][C:2]1[S:3][C:4]([Cl:18])=[CH:5][C:6]=1[CH:7]1[CH2:12][C:11](=O)[C:10](=[C:14](O)[CH3:15])[C:9](=[O:17])[CH2:8]1.O.[NH2:20][NH2:21]>C(O)C>[Cl:1][C:2]1[S:3][C:4]([Cl:18])=[CH:5][C:6]=1[CH:7]1[CH2:12][C:11]2[NH:21][N:20]=[C:14]([CH3:15])[C:10]=2[C:9](=[O:17])[CH2:8]1 |f:1.2|. Procedure: A solution of 5-(2,5-dichlorothiophen-3-yl)-2-(1-hydroxyethylidene)cyclohexane-1,3-dione (2.48 g) and hydrazine hydrate (0.508 g) in ethanol (10 ml) was refluxed for 2 hours. Under reduced pressure, the solvent was evaporated, and to the residue was added water. The mixture was extracted with ethyl acetate, and the organic layer was washed with water and concentrated under reduced pressure. The residue was washed with diisopropylether to give 6-(2,5-dichlorothiophen-3-yl)-3-methyl-4,5,6,7-tetrah... Yield: 87.8%. Product: ClC=1SC(=CC1C1CC(C=2C(=NNC2C1)C)=O)Cl (6-(2,5-dichlorothiophen-3-yl)-3-methyl-4,5,6,7-tetrahydroindazol-4-one). The reactants are ClC=1SC(=CC1C1CC(C(C(C1)=O)=C(C)O)=O)Cl (5-(2,5-dichlorothiophen-3-yl)-2-(1-hydroxyethylidene)cyclohexane-1,3-dione), O.NN (hydrazine hydrate).